This data is from the Open Reaction Database (ORD), a public repository of structured organic reaction records. The task is: describe an organic reaction: reactants, conditions, products, and yield Reactants: N(=[N+]=[N-])C[C@@H]1O[C@@H](CC2=C1C(=CC=C2OC)C)CO ([1R,3S] 1-Azidomethyl-3,4-dihydro-3-hydroxymethyl-5-methoxy-8-methyl-1H-2-benzopyran), [H-].[Al+3].[Li+].[H-].[H-].[H-] (Lithium aluminum hydride), solution, N(=[N+]=[N-])C[C@@H]1O[C@@H](CC2=C1C(=CC=C2OC)C)CO ([1R,3S] 1-azidomethyl-3,4-dihydro-3-hydroxymethyl-5-methoxy-8-methyl-1H-2-benzopyran). The solvent is C(C)OCC (diethyl ether), C(C)OCC (diethyl ether). Reaction conditions: time 40 minute. Yields the product NC[C@@H]1O[C@@H](CC2=C1C(=CC=C2OC)C)CO ([1R,3S] 1-Aminomethyl-3,4-dihydro-3-hydroxymethyl-5-methoxy-8-methyl-1H-2-benzopyran). RXN SMILES: [H-].[Al+3].[Li+].[H-].[H-].[H-].[N:7]([CH2:10][C@H:11]1[C:16]2[C:17]([CH3:23])=[CH:18][CH:19]=[C:20]([O:21][CH3:22])[C:15]=2[CH2:14][C@@H:13]([CH2:24][OH:25])[O:12]1)=[N+]=[N-]>C(OCC)C>[NH2:7][CH2:10][C@H:11]1[C:16]2[C:17]([CH3:23])=[CH:18][CH:19]=[C:20]([O:21][CH3:22])[C:15]=2[CH2:14][C@@H:13]([CH2:24][OH:25])[O:12]1 |f:0.1.2.3.4.5|. Procedure: Lithium aluminum hydride (1.1 mL of a 1.0M solution in diethyl ether, 1.1 mmol) is added dropwise to a solution of 289 mg (1.1 mmol) of [1R,3S] 1-azidomethyl-3,4-dihydro-3-hydroxymethyl-5-methoxy-8-methyl-1H-2-benzopyran, the product of Step 4 of Example 142, in 10 mL of anhydrous diethyl ether at 0° C. The reaction mixture is allowed to warm to ambient temperature and stirred for 40 min. The reaction mixture is cooled to 0° C. and quenched by the sequential addition of 42 μL of water, 42 μL of ... Reactants: CC#N, Cc1cc(O)n2nc(S(=O)(=O)Nc3c(Cl)ccc(C)c3Cl)nc2n1, O=P(Cl)(Cl)Cl. The product is Cc1cc(Cl)n2nc(S(=O)(=O)Nc3c(Cl)ccc(C)c3Cl)nc2n1. As a reaction SMILES: [CH3:30][C:31]#[N:32].[Cl:6][c:7]1[c:8]([NH:15][S:16](=[O:17])(=[O:18])[c:19]2[n:20][n:21]3[c:22]([n:23][c:24]([CH3:28])[cH:25][c:26]3[OH:27])[n:29]2)[c:9]([Cl:14])[cH:10][cH:11][c:12]1[CH3:13].[P:1]([Cl:2])([Cl:3])([Cl:4])=[O:5]>>[Cl:3][c:26]1[n:21]2[n:20][c:19]([S:16]([NH:15][c:8]3[c:7]([Cl:6])[c:12]([CH3:13])[cH:11][cH:10][c:9]3[Cl:14])(=[O:17])=[O:18])[n:29][c:22]2[n:23][c:24]([CH3:28])[cH:25]1. The reactants are CC(CO)(CCC=C)C (2,2-dimethylhex-5-en-1-ol), ClC(Cl)(OC(OC(Cl)(Cl)Cl)=O)Cl (triphosgene), [OH-].[Na+] (NaOH), N[C@@H](C(C)(C)C)C(=O)O (L-tert-leucine), CCN(C(C)C)C(C)C (DIPEA), [OH-].[Na+] (NaOH). Run in O1CCOCC1 (1,4-dioxane). Run at temperature 22 celsius, time 1 hour. Product: CC(COC(=O)N[C@@H](C(C)(C)C)C(=O)O)(CCC=C)C (N-{[(2,2-Dimethylhex-5-enyl)oxy]carbonyl}-3-methyl-L-valine). Isolated yield 153.9%. As a reaction SMILES: [CH3:1][C:2]([CH3:9])([CH2:5][CH2:6][CH:7]=[CH2:8])[CH2:3][OH:4].Cl[C:11](Cl)([O:13]C(=O)OC(Cl)(Cl)Cl)Cl.CCN(C(C)C)C(C)C.[OH-].[Na+].[NH2:33][C@H:34]([C:39]([OH:41])=[O:40])[C:35]([CH3:38])([CH3:37])[CH3:36]>O1CCOCC1>[CH3:1][C:2]([CH3:9])([CH2:5][CH2:6][CH:7]=[CH2:8])[CH2:3][O:4][C:11]([NH:33][C@H:34]([C:39]([OH:41])=[O:40])[C:35]([CH3:38])([CH3:37])[CH3:36])=[O:13] |f:3.4|. Reported procedure: To a stirred solution of 2,2-dimethylhex-5-en-1-ol (10.75 g, 83.85 mmol) in anhydrous 1,4-dioxane (100 mL), at 0° C. and under nitrogen, was added triphosgene (13.69 g, 46.12 mmol) and then DIPEA (14.61 mL, 83.85 mmol) cautiously. This reaction solution was stirred at 22° C. for 1 hour, cooled to 0° C. and added slowly 1N NaOH (83.85 mL, 83.85 mmol) and L-tert-leucine (11.00 g, 83.85 mmol), then stirred at 22° C. for 20 hours. The reaction solution was basified to pH 10 with 1N NaOH, washed with... Starting materials: S1C=CC=2CCOC3=C(C12)C=C(C=C3)C#N (4,5-dihydro-6-oxa-1-thia-benzo[e]azulene-9-carbonitrile), BrN1C(CCC1=O)=O (N-bromosuccinimide), O (Water). Solvent: ClCCl (dichloromethane), C(C)(=O)O (acetic acid). Reaction conditions: time 16 hour. Yields the product BrC1=CC=2CCOC3=C(C2S1)C=C(C=C3)C#N (2-bromo-4,5-dihydro-6-oxa-1-thia-benzo[e]azulene-9-carbonitrile). As a reaction SMILES: [S:1]1[C:10]2[C:9]3[CH:11]=[C:12]([C:15]#[N:16])[CH:13]=[CH:14][C:8]=3[O:7][CH2:6][CH2:5][C:4]=2[CH:3]=[CH:2]1.[Br:17]N1C(=O)CCC1=O.O>ClCCl.C(O)(=O)C>[Br:17][C:2]1[S:1][C:10]2[C:9]3[CH:11]=[C:12]([C:15]#[N:16])[CH:13]=[CH:14][C:8]=3[O:7][CH2:6][CH2:5][C:4]=2[CH:3]=1. Procedure: To a solution of 4,5-dihydro-6-oxa-1-thia-benzo[e]azulene-9-carbonitrile (4.58 g) in dichloromethane (30 mL) and acetic acid (30 mL) was added N-bromosuccinimide (3.95 g) and the reaction stirred at room temperature for 16 h. Water (100 mL) was then added and the solid collected by filtration and air-dried to give 2-bromo-4,5-dihydro-6-oxa-1-thia-benzo[e]azulene-9-carbonitrile. Reactants: COC(=O)c1ccccc1CN(C(=O)OC(C)(C)C)S(=O)(=O)c1cc(C(=O)NN2c3ccccc3CC2C)ccc1Cl, CC#N, [Li+], [OH-], O. Yields the product CC1Cc2ccccc2N1NC(=O)c1ccc(Cl)c(S(=O)(=O)N(Cc2ccccc2C(=O)O)C(=O)OC(C)(C)C)c1. RXN SMILES: [C:1]([CH3:2])([CH3:3])([CH3:4])[O:5][C:6](=[O:7])[N:8]([S:9](=[O:10])(=[O:11])[c:12]1[c:13]([Cl:31])[cH:14][cH:15][c:16]([C:18]([NH:19][N:20]2[CH:21]([CH3:29])[CH2:22][c:23]3[cH:24][cH:25][cH:26][cH:27][c:28]32)=[O:30])[cH:17]1)[CH2:32][c:33]1[c:34]([C:35](=[O:36])[O:37][CH3:38])[cH:39][cH:40][cH:41][cH:42]1.[CH3:45][C:46]#[N:47].[Li+:43].[OH-:44].[OH2:48]>>[C:1]([CH3:2])([CH3:3])([CH3:4])[O:5][C:6](=[O:7])[N:8]([S:9](=[O:10])(=[O:11])[c:12]1[c:13]([Cl:31])[cH:14][cH:15][c:16]([C:18]([NH:19][N:20]2[CH:21]([CH3:29])[CH2:22][c:23]3[cH:24][cH:25][cH:26][cH:27][c:28]32)=[O:30])[cH:17]1)[CH2:32][c:33]1[c:34]([C:35](=[O:36])[OH:37])[cH:39][cH:40][cH:41][cH:42]1. Reactants: CC(C)(C)C(=O)c1cn(COCC[Si](C)(C)C)c2ncc(N3Cc4ccccc4C3)nc12, CCCC[N+](CCCC)(CCCC)CCCC, C1CCOC1, [F-]. Yields the product CC(C)(C)C(=O)c1c[nH]c2ncc(N3Cc4ccccc4C3)nc12. RXN SMILES: [CH2:1]1[N:2]([c:10]2[n:11][c:12]3[c:13]([n:14][cH:15]2)[n:16]([CH2:25][O:26][CH2:27][CH2:28][Si:29]([CH3:30])([CH3:31])[CH3:32])[cH:17][c:18]3[C:19]([C:20]([CH3:21])([CH3:22])[CH3:23])=[O:24])[CH2:3][c:4]2[cH:5][cH:6][cH:7][cH:8][c:9]21.[CH2:34]([N+:35]([CH2:36][CH2:37][CH2:38][CH3:39])([CH2:40][CH2:41][CH2:42][CH3:43])[CH2:44][CH2:45][CH2:46][CH3:47])[CH2:48][CH2:49][CH3:50].[CH2:51]1[O:52][CH2:53][CH2:54][CH2:55]1.[F-:33]>>[CH2:1]1[N:2]([c:10]2[n:11][c:12]3[c:13]([n:14][cH:15]2)[nH:16][cH:17][c:18]3[C:19]([C:20]([CH3:21])([CH3:22])[CH3:23])=[O:24])[CH2:3][c:4]2[cH:5][cH:6][cH:7][cH:8][c:9]21.